From a dataset of the Open Reaction Database (ORD), a public repository of structured organic reaction records. describe an organic reaction: reactants, conditions, products, and yield Reactants: OCCN1N=CC=C1N (1-(2-hydroxyethyl)-5-aminopyrazole), C(C)(=O)OC(C)=O (acetic anhydride), C([O-])([O-])=O.[K+].[K+] (potassium carbonate). Run in C(=O)O (formic acid). Product: OCCN1N=CC=C1NC=O (1-(2-hydroxyethyl)-5-formamidopyrazole). RXN SMILES: [C:1](OC(=O)C)(=[O:3])C.[OH:8][CH2:9][CH2:10][N:11]1[C:15]([NH2:16])=[CH:14][CH:13]=[N:12]1.C(=O)([O-])[O-].[K+].[K+]>C(O)=O>[OH:8][CH2:9][CH2:10][N:11]1[C:15]([NH:16][CH:1]=[O:3])=[CH:14][CH:13]=[N:12]1 |f:2.3.4|. Reported procedure: A mixture of acetic anhydride (44.5 ml) and formic acid (22.3 ml) was stirred at ambient temperature for an hour. To this mixture was added 1-(2-hydroxyethyl)-5-aminopyrazole (30 g) at 0°-10° C., and the mixture was stirred under ice-cooling for 30 minutes. The mixture was poured into ice-cold water, adjusted to pH 10.5 with 40% aqueous potassium carbonate, and stirred under ice-cooling for 30 minutes. The mixture was extracted with a mixture of tetrahydrofuran and ethyl acetate 6 times. The org... Starting materials: ClC(=O)OC(CC(C)(OOC(C(CCCC)CC)=O)C)C (1,3-dimethyl-3-(2-ethylhexanoylperoxy)butyl chloroformate), 3-hydroxy-1,1-dimethylbutyl peroxy-2-ethylhexanoate, C(=O)(Cl)Cl (phosgene), NN (hydrazine), ClC(=O)OC(CC(C)(OOC(C(CCCC)CC)=O)C)C (1,3-Dimethyl-3-(2-ethylhexanoylperoxy)butyl chloroformate). Yields the product C(NN)(=O)OC(CC(C)(OOC(C(CCCC)CC)=O)C)C (1,3-Dimethyl-3-(2-ethylhexanoylperoxy)butyl carbazate). As a reaction SMILES: Cl[C:2]([O:4][CH:5]([CH3:21])[CH2:6][C:7]([CH3:20])([O:9][O:10][C:11](=[O:19])[CH:12]([CH2:17][CH3:18])[CH2:13][CH2:14][CH2:15][CH3:16])[CH3:8])=[O:3].[NH2:22][NH2:23].C(Cl)(Cl)=O>>[C:2]([O:4][CH:5]([CH3:21])[CH2:6][C:7]([CH3:20])([O:9][O:10][C:11](=[O:19])[CH:12]([CH2:17][CH3:18])[CH2:13][CH2:14][CH2:15][CH3:16])[CH3:8])(=[O:3])[NH:22][NH2:23]. Reported procedure: 1,3-Dimethyl-3-(2-ethylhexanoylperoxy)butyl carbazate was prepared by reacting 1,3-dimethyl-3-(2-ethylhexanoylperoxy)butyl chloroformate with 11 molar excess of 54% aqueous hydrazine. 1,3-Dimethyl-3-(2-ethylhexanoylperoxy)butyl chloroformate was initially prepared with a purity of 72% by reacting 3-hydroxy-1,1-dimethylbutyl peroxy-2-ethylhexanoate with excess phosgene followed by removal of excess phosgene. Starting materials: CCOCC (ether), BrC1=C(C=CC=C1)S (2-bromo-benzenethiol), C([O-])([O-])=O.[K+].[K+] (potassium carbonate), ICC (iodoethane). The solvent is CN(C=O)C (N,N-dimethylformamide). Run at temperature 57.5 celsius, time 12 hour. Yields the product C(C)SC1=C(C=CC=C1)Br (1-ethylsulfanyl-2-bromo-benzene). Reaction SMILES: [Br:1][C:2]1[CH:7]=[CH:6][CH:5]=[CH:4][C:3]=1[SH:8].C(=O)([O-])[O-].[K+].[K+].I[CH2:16][CH3:17].CCOCC>CN(C)C=O>[CH2:16]([S:8][C:3]1[CH:4]=[CH:5][CH:6]=[CH:7][C:2]=1[Br:1])[CH3:17] |f:1.2.3|. Procedure details: To a suspension of 1.00 g (5.3 mmol) of 2-bromo-benzenethiol and 1.47 g (10.6 mmol) of potassium carbonate in 15 ml of N,N-dimethylformamide was added 1.65 g (10.6 mmol) of iodoethane at 0° C. The reaction mixture was stirred at 55-60° C. for 12 h and was poured into 200 ml of ether. It was washed with water (20 ml×3), dried over MgSO4 and concentrated to afford 1-ethylsulfanyl-2-bromo-benzene as a colorless oil. Starting materials: C[C@H]1[C@H](NCCC1)CN1C(C2=CC=CC=C2C1=O)=O (2-(((2S,3R)-3-methylpiperidin-2-yl)methyl)isoindoline-1,3-dione), FC1=C(C(=O)O)C(=CC=C1)C1=NC=CC=N1 (2-fluoro-6-(pyrimidin-2-yl)benzoic acid), ClC1=NC(=NC(=N1)OC)OC (2-chloro-4,6-dimethoxy-1,3,5-triazine), CN1CCOCC1 (N-methylmorpholine). The solvent is O1CCOCC1 (1,4-dioxane), O1CCOCC1 (1,4-dioxane), CCOC(=O)C (EtOAc). Reaction conditions: temperature 80 celsius. Product: FC1=C(C(=O)N2[C@@H]([C@@H](CCC2)C)CN2C(C3=CC=CC=C3C2=O)=O)C(=CC=C1)C1=NC=CC=N1 (2-(((2S,3R)-1-(2-Fluoro-6-(pyrimidin-2-yl)benzoyl)-3-methylpiperidin-2-yl)methyl)isoindoline-1,3-dione). Yield: 15.5%. As a reaction SMILES: [F:1][C:2]1[CH:10]=[CH:9][CH:8]=[C:7]([C:11]2[N:16]=[CH:15][CH:14]=[CH:13][N:12]=2)[C:3]=1[C:4]([OH:6])=O.ClC1N=C(OC)N=C(OC)N=1.CN1CCOCC1.[CH3:35][C@@H:36]1[CH2:41][CH2:40][CH2:39][NH:38][C@@H:37]1[CH2:42][N:43]1[C:51](=[O:52])[C:50]2[C:45](=[CH:46][CH:47]=[CH:48][CH:49]=2)[C:44]1=[O:53]>O1CCOCC1.CCOC(C)=O>[F:1][C:2]1[CH:10]=[CH:9][CH:8]=[C:7]([C:11]2[N:16]=[CH:15][CH:14]=[CH:13][N:12]=2)[C:3]=1[C:4]([N:38]1[CH2:39][CH2:40][CH2:41][C@@H:36]([CH3:35])[C@H:37]1[CH2:42][N:43]1[C:51](=[O:52])[C:50]2[C:45](=[CH:46][CH:47]=[CH:48][CH:49]=2)[C:44]1=[O:53])=[O:6]. Procedure details: A solution of 2-fluoro-6-(pyrimidin-2-yl)benzoic acid (366 mg, 1.67 mmol), 2-chloro-4,6-dimethoxy-1,3,5-triazine (292 mg, 1.67 mmol), and N-methylmorpholine (421 mg, 4.18 mmol) in anhydrous 1,4-dioxane (10 mL) was stirred at rt under nitrogen for 1.5 h. A solution of 2-(((2S,3R)-3-methylpiperidin-2-yl)methyl)isoindoline-1,3-dione (359 mg, 1.39 mmol) in anhydrous 1,4-dioxane (3 mL) was added at rt. After the addition was completed, the reaction was heated to 80° C. under nitrogen for 5 h. The rea... The reactants are CCOc1cc(C(C)(C)C)ncc1C1=NC(C)(c2ccc(Cl)cc2)C(C)(c2ccc(Cl)cc2)N1C(=O)N1CCC2(CCN(C(=O)OC(C)(C)C)CC2)CC1, O=C(O)C(F)(F)F. The product is CCOc1cc(C(C)(C)C)ncc1C1=NC(C)(c2ccc(Cl)cc2)C(C)(c2ccc(Cl)cc2)N1C(=O)N1CCC2(CCNCC2)CC1. As a reaction SMILES: [C:1]([O:2][C:3](=[O:4])[N:8]1[CH2:9][CH2:10][C:11]2([CH2:12][CH2:13]1)[CH2:14][CH2:15][N:16]([C:19](=[O:20])[N:21]1[C:22]([c:42]3[cH:43][n:44][c:45]([C:51]([CH3:52])([CH3:53])[CH3:54])[cH:46][c:47]3[O:48][CH2:49][CH3:50])=[N:23][C:24]([CH3:34])([c:35]3[cH:36][cH:37][c:38]([Cl:41])[cH:39][cH:40]3)[C:25]1([CH3:26])[c:27]1[cH:28][cH:29][c:30]([Cl:33])[cH:31][cH:32]1)[CH2:17][CH2:18]2)([CH3:5])([CH3:6])[CH3:7].[OH:55][C:56]([C:57]([F:58])([F:59])[F:60])=[O:61]>>[NH:8]1[CH2:9][CH2:10][C:11]2([CH2:12][CH2:13]1)[CH2:14][CH2:15][N:16]([C:19](=[O:20])[N:21]1[C:22]([c:42]3[cH:43][n:44][c:45]([C:51]([CH3:52])([CH3:53])[CH3:54])[cH:46][c:47]3[O:48][CH2:49][CH3:50])=[N:23][C:24]([CH3:34])([c:35]3[cH:36][cH:37][c:38]([Cl:41])[cH:39][cH:40]3)[C:25]1([CH3:26])[c:27]1[cH:28][cH:29][c:30]([Cl:33])[cH:31][cH:32]1)[CH2:17][CH2:18]2.